Dataset: the Open Reaction Database (ORD), a public repository of structured organic reaction records. Task: describe an organic reaction: reactants, conditions, products, and yield Yield: 85.6%. Reaction SMILES: [O:1]=[C:2]1[C:12]2[CH:13]=[C:14]([O:17][CH2:18][C:19]([O-:21])=[O:20])[CH:15]=[CH:16][C:11]=2[O:10][C:4]2([CH2:9][CH2:8][CH2:7][CH2:6][CH2:5]2)[CH2:3]1.[OH-].[Na+].Cl>C(O)C>[O:1]=[C:2]1[C:12]2[CH:13]=[C:14]([O:17][CH2:18][C:19]([OH:21])=[O:20])[CH:15]=[CH:16][C:11]=2[O:10][C:4]2([CH2:5][CH2:6][CH2:7][CH2:8][CH2:9]2)[CH2:3]1 |f:1.2|. Conditions: time 1 hour. Yields the product O=C1CC2(CCCCC2)OC2=C1C=C(C=C2)OCC(=O)O ({(3,4-Dihydro-4-oxospiro[2H-1-benzopyran-2,1'-cyclohexan]-6-yl)oxy}acetic acid). Run in C(C)O (ethanol). Procedure details: A mixture of ethyl (2-{(3,4-dihydro-4-oxospiro [2H-1-benzopyran-2,1'-cyclohexan]-6-yl)oxy}acetate (prepared in Preparation 27) (0.5 g, 1.57 mmol) and 1N sodium hydroxide (1.9 ml, 1.9 mmol), and ethanol (5 ml) is stirred at room temperature for one hour. The mixture is made acid with 1N HCl, filtered, and washed with small amount of water to separate crystalline precipitates. Recrystallization from a mixture of diethyl ether and hexane gives the title compound as a crystalline solid (0.39 g, 85.6... The reactants are O=C1CC2(CCCCC2)OC2=C1C=C(C=C2)OCC(=O)[O-] (2-{(3,4-dihydro-4-oxospiro [2H-1-benzopyran-2,1'-cyclohexan]-6-yl)oxy}acetate), [OH-].[Na+] (sodium hydroxide), Cl (HCl). The reactants are F[B-](F)(F)F, CCOC(C)=O, NC(CCC(=O)OCc1ccccc1)c1nc2cc(Cl)ccc2[nH]1, CCO, Cc1cc(C(=O)O)ccc1C(=O)N1CCCC1, CCN(C(C)C)C(C)C, Cl, C1CCOC1, CN(C)C(On1nnc2ccccc21)=[N+](C)C. The product is Cc1cc(C(=O)NC(CCC(=O)OCc2ccccc2)c2nc3cc(Cl)ccc3[nH]2)ccc1C(=O)N1CCCC1. RXN SMILES: [B-:18]([F:19])([F:20])([F:21])[F:22].[C:82]([O:83][CH2:84][CH3:85])(=[O:86])[CH3:87].[CH2:49]([c:50]1[cH:51][cH:52][cH:53][cH:54][cH:55]1)[O:56][C:57](=[O:58])[CH2:59][CH2:60][CH:61]([c:62]1[n:63][c:64]2[c:65]([nH:66]1)[cH:67][cH:68][c:69]([Cl:71])[cH:70]2)[NH2:72].[CH2:79]([OH:80])[CH3:81].[CH3:1][c:2]1[cH:3][c:4]([C:5](=[O:6])[OH:7])[cH:8][cH:9][c:10]1[C:11](=[O:12])[N:13]1[CH2:14][CH2:15][CH2:16][CH2:17]1.[CH:40]([N:41]([CH:42]([CH3:43])[CH3:44])[CH2:45][CH3:46])([CH3:47])[CH3:48].[Cl:73].[O:74]1[CH2:75][CH2:76][CH2:77][CH2:78]1.[n:23]1([O:24][C:25]([N:26]([CH3:27])[CH3:28])=[N+:29]([CH3:30])[CH3:31])[c:32]2[cH:33][cH:34][cH:35][cH:36][c:37]2[n:38][n:39]1>>[CH3:1][c:2]1[cH:3][c:4]([C:5](=[O:7])[NH:72][CH:61]([CH2:60][CH2:59][C:57]([O:56][CH2:49][c:50]2[cH:51][cH:52][cH:53][cH:54][cH:55]2)=[O:58])[c:62]2[n:63][c:64]3[c:65]([nH:66]2)[cH:67][cH:68][c:69]([Cl:71])[cH:70]3)[cH:8][cH:9][c:10]1[C:11](=[O:12])[N:13]1[CH2:14][CH2:15][CH2:16][CH2:17]1. Reactants: O=C(O)Cn1cc(Cc2ccccc2)cc(NC(=O)OCc2ccccc2)c1=O, NC(Cc1ccccc1)C(O)C(F)(F)F, CN(C)C=O, On1nnc2ccccc21. Product: O=C(Cn1cc(Cc2ccccc2)cc(NC(=O)OCc2ccccc2)c1=O)NC(Cc1ccccc1)C(O)C(F)(F)F. RXN SMILES: [CH2:1]([c:2]1[cH:3][cH:4][cH:5][cH:6][cH:7]1)[O:8][C:9](=[O:10])[NH:11][c:12]1[c:13](=[O:29])[n:14]([CH2:25][C:26](=[O:27])[OH:28])[cH:15][c:16]([CH2:18][c:19]2[cH:20][cH:21][cH:22][cH:23][cH:24]2)[cH:17]1.[NH2:30][CH:31]([CH:32]([C:33]([F:34])([F:35])[F:36])[OH:37])[CH2:38][c:39]1[cH:40][cH:41][cH:42][cH:43][cH:44]1.[O:55]=[CH:56][N:57]([CH3:58])[CH3:59].[OH:45][n:46]1[c:47]2[c:48]([cH:49][cH:50][cH:51][cH:52]2)[n:53][n:54]1>>[CH2:1]([c:2]1[cH:3][cH:4][cH:5][cH:6][cH:7]1)[O:8][C:9](=[O:10])[NH:11][c:12]1[c:13](=[O:29])[n:14]([CH2:25][C:26](=[O:27])[NH:30][CH:31]([CH:32]([C:33]([F:34])([F:35])[F:36])[OH:37])[CH2:38][c:39]2[cH:40][cH:41][cH:42][cH:43][cH:44]2)[cH:15][c:16]([CH2:18][c:19]2[cH:20][cH:21][cH:22][cH:23][cH:24]2)[cH:17]1. Reactants: C1(=CC=CC=C1)C=1C(=NC=2N(C1)N=CC2C#C[Si](C)(C)C)C2=CC=C(C=O)C=C2 (4-{6-phenyl-3-[(trimethylsilyl)ethynyl]pyrazolo[1,5-a]pyrimidin-5-yl}benzaldehyde), [BH-](OC(=O)C)(OC(=O)C)OC(=O)C.[Na+] (NaBH(OAc)3), 2-(5-piperidin-4H[1,2,4]triazol-3-yl)-pyridine, N(N)C(=O)C1CCN(CC1)C(=O)OC(C)(C)C (tert-butyl 4-(hydrazinocarbonyl)piperidine-1-carboxylate), N1=C(C=CC=C1)C#N (pyridine-2-carbonitrile), [BH-](OC(=O)C)(OC(=O)C)OC(=O)C.[Na+] (NaBH(OAc)3). Run in CN(C)C=O (DMF), C(C)(=O)O (acetic acid), C(C)N(CC)CC (triethylamine), CO (methanol). Product: C1(=CC=CC=C1)C=1C(=NC=2N(C1)N=CC2C#C[Si](C)(C)C)C2=CC=C(C=C2)CN2CCC(CC2)C2=NNC(=N2)C2=NC=CC=C2 (6-Phenyl-5-(4-{[4-(5-pyridin-2-yl-1H-1,2,4-triazol-3-yl)piperidin-1-yl]methyl}phenyl)-3-[(trimethylsilyl)ethynyl]pyrazolo[1,5-a]pyrimidine). As a reaction SMILES: [NH:1]([C:3]([CH:5]1[CH2:10][CH2:9][N:8]([C:11](OC(C)(C)C)=O)[CH2:7][CH2:6]1)=O)[NH2:2].[N:18]1[CH:23]=[CH:22][CH:21]=[CH:20][C:19]=1[C:24]#[N:25].[C:26]1([C:32]2[C:33]([C:47]3[CH:54]=[CH:53][C:50](C=O)=[CH:49][CH:48]=3)=[N:34][C:35]3[N:36]([N:38]=[CH:39][C:40]=3[C:41]#[C:42][Si:43]([CH3:46])([CH3:45])[CH3:44])[CH:37]=2)[CH:31]=[CH:30][CH:29]=[CH:28][CH:27]=1.[BH-](OC(C)=O)(OC(C)=O)OC(C)=O.[Na+]>CO.CN(C=O)C.C(O)(=O)C.C(N(CC)CC)C>[C:26]1([C:32]2[C:33]([C:47]3[CH:48]=[CH:49][C:50]([CH2:11][N:8]4[CH2:7][CH2:6][CH:5]([C:3]5[N:25]=[C:24]([C:19]6[CH:20]=[CH:21][CH:22]=[CH:23][N:18]=6)[NH:2][N:1]=5)[CH2:10][CH2:9]4)=[CH:53][CH:54]=3)=[N:34][C:35]3[N:36]([N:38]=[CH:39][C:40]=3[C:41]#[C:42][Si:43]([CH3:44])([CH3:45])[CH3:46])[CH:37]=2)[CH:31]=[CH:30][CH:29]=[CH:28][CH:27]=1 |f:3.4|. Procedure details: 0.26 ml triethylamine is added to a solution of 0.30 g 2-(5-piperidin-4H[1,2,4]triazol-3-yl)-pyridine*2HCl (prepared from tert-butyl 4-(hydrazinocarbonyl)piperidine-1-carboxylate and pyridine-2-carbonitrile according to a procedure described in U.S. Pat. No. 4,011,218 or WO2005100344) in 10 ml methanol. To this solution a solution of 0.33 g 4-{6-phenyl-3-[(trimethylsilyl)ethynyl]pyrazolo[1,5-a]pyrimidin-5-yl}benzaldehyde in 10 ml DMF is added, followed by 0.12 ml glacial acetic acid and 0.35 g N... The reactants are Cc1onc(-c2ccccc2)c1C(=O)O, O=S(Cl)Cl. Yields the product Cc1onc(-c2ccccc2)c1C(=O)O, [Cl-]. RXN SMILES: [CH3:1][c:2]1[c:3]([C:13](=[O:14])[OH:15])[c:4](-[c:7]2[cH:8][cH:9][cH:10][cH:11][cH:12]2)[n:5][o:6]1.[S:16]([Cl:17])([Cl:18])=[O:19]>>[CH3:1][c:2]1[c:3]([C:13](=[O:14])[OH:15])[c:4](-[c:7]2[cH:8][cH:9][cH:10][cH:11][cH:12]2)[n:5][o:6]1.[Cl-:18]. The reactants are BrCC1=C(C=CC(=C1)[N+](=O)[O-])OC (2-(Bromomethyl)-1-methoxy-4-nitrobenzene), OCC1(CCN(CC1)C(=O)OC(C)(C)C)C1=CC=CC=C1 (tert-butyl 4-(hydroxymethyl)-4-phenylpiperidine-1-carboxylate), [H-].[Na+] (sodium hydride). The solvent is CN(C=O)C (dimethylformamide), O (water). Reaction conditions: temperature 0 celsius, time 30 minute. Product: COC1=C(COCC2(CCN(CC2)C(=O)OC(C)(C)C)C2=CC=CC=C2)C=C(C=C1)[N+](=O)[O-] (tert-Butyl 4-((2-methoxy-5-nitrobenzyloxy)methyl)-4-phenylpiperidine-1-carboxylate). Reaction SMILES: Br[CH2:2][C:3]1[CH:8]=[C:7]([N+:9]([O-:11])=[O:10])[CH:6]=[CH:5][C:4]=1[O:12][CH3:13].[OH:14][CH2:15][C:16]1([C:29]2[CH:34]=[CH:33][CH:32]=[CH:31][CH:30]=2)[CH2:21][CH2:20][N:19]([C:22]([O:24][C:25]([CH3:28])([CH3:27])[CH3:26])=[O:23])[CH2:18][CH2:17]1.[H-].[Na+]>CN(C)C=O.O>[CH3:13][O:12][C:4]1[CH:5]=[CH:6][C:7]([N+:9]([O-:11])=[O:10])=[CH:8][C:3]=1[CH2:2][O:14][CH2:15][C:16]1([C:29]2[CH:30]=[CH:31][CH:32]=[CH:33][CH:34]=2)[CH2:21][CH2:20][N:19]([C:22]([O:24][C:25]([CH3:27])([CH3:28])[CH3:26])=[O:23])[CH2:18][CH2:17]1 |f:2.3|. Procedure: 2-(Bromomethyl)-1-methoxy-4-nitrobenzene (100.0 mg, 0.34 mmol) and tert-butyl 4-(hydroxymethyl)-4-phenylpiperidine-1-carboxylate (93.0 mg, 0.38 mmol) were combined in dimethylformamide (4 mL) and cooled to 0° C. The reaction was treated with sodium hydride (9.0 mg, 0.38 mmol), stirred at 0° C. for 1 hr and at room temperature for 30 min. The reaction mixture was diluted with water and extracted with ethyl acetate (2×). The organic layers were pooled together, washed with brine (2×), dried over s... Starting materials: CC(C)=O, [Cl-], Cl, O=N[O-], Nc1ccc(Cl)c(Cl)c1, [Na+], O, O, O, CC(=O)c1ccco1. Yields the product CC(=O)c1ccc(-c2ccc(Cl)c(Cl)c2)o1. Reaction SMILES: [CH3:27][C:28](=[O:29])[CH3:30].[Cl-:25].[ClH:10].[N:11]([O-:12])=[O:13].[NH2:1][c:2]1[cH:3][cH:4][c:5]([Cl:6])[c:7]([Cl:8])[cH:9]1.[Na+:14].[OH2:23].[OH2:24].[OH2:26].[o:15]1[c:16]([C:20](=[O:21])[CH3:22])[cH:17][cH:18][cH:19]1>>[c:2]1(-[c:19]2[o:15][c:16]([C:20](=[O:21])[CH3:22])[cH:17][cH:18]2)[cH:3][cH:4][c:5]([Cl:6])[c:7]([Cl:8])[cH:9]1. The reactants are C[C@@]12[C@H](CC[C@H]1C1=CC[C@H]3CC(CC[C@]3(C)[C@H]1CC2)=O)O (5α-androst-7-ene-3-one-17β-ol). The reagents and catalysts are [Pd] (palladium on carbon). Solvent: C(C)(=O)OCC (ethyl acetate). The product is C[C@@]12[C@H](CCC1=C1CC[C@H]3CC(CC[C@]3(C)[C@H]1CC2)=O)O (5α-androst-8(14)-ene-3-one-17β-ol). As a reaction SMILES: [CH3:1][C@:2]12[CH2:19][CH2:18][C@H:17]3[C:7](=[CH:8][CH2:9][C@@H:10]4[C@:15]3([CH3:16])[CH2:14][CH2:13][C:12](=[O:20])[CH2:11]4)[C@@H:6]1[CH2:5][CH2:4][C@@H:3]2[OH:21]>C(OCC)(=O)C.[Pd]>[CH3:1][C@:2]12[CH2:19][CH2:18][C@H:17]3[C:7]([CH2:8][CH2:9][C@@H:10]4[C@:15]3([CH3:16])[CH2:14][CH2:13][C:12](=[O:20])[CH2:11]4)=[C:6]1[CH2:5][CH2:4][C@@H:3]2[OH:21]. Procedure details: A solution of 5α-androst-7-ene-3-one-17β-ol in ethyl acetate is hydrogenated at room temperature and 1 atmosphere over 10% palladium on carbon for 8 hours. Filtration to remove the catalyst and concentration affords 5α-androst-8(14)-ene-3-one-17β-ol.